describe an organic reaction: reactants, conditions, products, and yield From a dataset of the Open Reaction Database (ORD), a public repository of structured organic reaction records. Reactants: C(C1=CC=CC=C1)(C1=CC=CC=C1)C1CCN(CC1)C(COCC(=O)O)=O ([2-(4-benzhydrylpiperidino)-2-oxoethoxy]acetic acid), C1(=CC=C(C=C1)S(=O)(=O)O)C (p-toluenesulfonic acid). Reaction SMILES: [CH:1]([CH:14]1[CH2:19][CH2:18][N:17]([C:20](=[O:27])[CH2:21][O:22][CH2:23][C:24]([OH:26])=[O:25])[CH2:16][CH2:15]1)([C:8]1[CH:13]=[CH:12][CH:11]=[CH:10][CH:9]=1)[C:2]1[CH:7]=[CH:6][CH:5]=[CH:4][CH:3]=1.[C:28]1([CH3:38])[CH:33]=[CH:32][C:31](S(O)(=O)=O)=[CH:30][CH:29]=1>C(O)C1C=CC=CC=1>[CH:1]([CH:14]1[CH2:15][CH2:16][N:17]([C:20](=[O:27])[CH2:21][O:22][CH2:23][C:24]([O:26][CH2:38][C:28]2[CH:33]=[CH:32][CH:31]=[CH:30][CH:29]=2)=[O:25])[CH2:18][CH2:19]1)([C:2]1[CH:7]=[CH:6][CH:5]=[CH:4][CH:3]=1)[C:8]1[CH:13]=[CH:12][CH:11]=[CH:10][CH:9]=1. Run in C(C1=CC=CC=C1)O (benzyl alcohol). Procedure details: In a similar operation, 3.63 grams (10 millimoles) of [2-(4-benzhydrylpiperidino)-2-oxoethoxy]acetic acid, 50 milliliters of benzyl alcohol and 150 milligrams of p-toluenesulfonic acid are mixed together and the resulting mixture heated at reflux temperature for about 6 hours to obtain a product in the reaction mixture. Thereafter, the reaction mixture subjected to reduced pressure to evaporate the alcohol and the residue is dissolved in benzene, the resulting solution washed with bicarbonate so... The product is C(C1=CC=CC=C1)(C1=CC=CC=C1)C1CCN(CC1)C(COCC(=O)OCC1=CC=CC=C1)=O (benzyl [2-(4-benzhydrylpiperidino)-2-oxoethoxy]acetate). Starting materials: C(CCC)[Li] (n-butyllithium), COC=1C=CC2=C(N=C(S2)C)C1 (5-methoxy-2-methylbenzothiazole), COC=1C=CC2=C(N=C(S2)C)C1 (5-methoxy-2-methylbenzothiazole), CCCCCC (hexane), C12C(C3CC(CC(C1)C3)C2)=O (2-adamantanone), C12C(C3CC(CC(C1)C3)C2)=O (2-adamantanone), resultant mixture. Procedure details: 2.5 mL of a 1.6 M n-butyllithium solution is hexane are added dropwise to a solution of 358 mg of 5-methoxy-2-methylbenzothiazole (formula VIII) in 5 ml of dry THF, cooled to about −78°and the mixture obtained is stirred for about one hour. Solid 2-adamantanone (formula VI) is added and the mixture is kept at −78° for about one hour. The mixture is allowed to warm to room temperature and 400 μl of acetic acid are added. The resultant mixture is diluted with 600 ml of ethyl acetate and extracted ... RXN SMILES: C([Li])CCC.CCCCCC.[CH3:12][O:13][C:14]1[CH:15]=[CH:16][C:17]2[S:21][C:20]([CH3:22])=[N:19][C:18]=2[CH:23]=1.[CH:24]12[CH2:33][CH:28]3[CH2:29][CH:30]([CH2:32][CH:26]([CH2:27]3)[C:25]1=[O:34])[CH2:31]2>C1COCC1.C(OCC)(=O)C.C(O)(=O)C>[CH3:12][O:13][C:14]1[CH:15]=[CH:16][C:17]2[S:21][C:20]([CH2:22][C:25]3([OH:34])[CH:26]4[CH2:32][CH:30]5[CH2:29][CH:28]([CH2:33][CH:24]3[CH2:31]5)[CH2:27]4)=[N:19][C:18]=2[CH:23]=1. Conditions: time 1 hour. Product: COC=1C=CC2=C(N=C(S2)CC2(C3CC4CC(CC2C4)C3)O)C1 (2-(5-Methoxybenzothiazol-2-ylmethyl)adamantan-2-ol). Solvent: C(C)(=O)O (acetic acid), C1CCOC1 (THF), C(C)(=O)OCC (ethyl acetate). Starting materials: C1(=CCCC1)O (cyclopentenol), FC=1C=CC(=C(C1)O)[N+](=O)[O-] (5-fluoro-2-nitro-phenol), CCOC(=O)/N=N/C(=O)OCC (DEAD). The product is C1(CC=CC1)OC1=C(C=CC(=C1)F)[N+](=O)[O-] (2-(Cyclopent-3-enyloxy)-4-fluoro-1-nitro-benzene). Reaction SMILES: [C:1]1([OH:6])[CH2:5][CH2:4][CH2:3][CH:2]=1.[F:7][C:8]1[CH:9]=[CH:10][C:11]([N+:15]([O-:17])=[O:16])=[C:12](O)[CH:13]=1.CCOC(/N=N/C(OCC)=O)=O>>[CH:1]1([O:6][C:10]2[CH:9]=[C:8]([F:7])[CH:13]=[CH:12][C:11]=2[N+:15]([O-:17])=[O:16])[CH2:5][CH:4]=[CH:3][CH2:2]1. Procedure: Prepared analogously to XVI.1 from 1 g cyclopentenol, 1.57 g 5-fluoro-2-nitro-phenol and 1.89 ml DEAD. Reactants: CCC1Nc2cc(F)c(F)cc2-n2cccc21, ClCCl, COc1ccc(S(=O)(=O)Cl)cc1C, c1ccncc1. The product is CCC1c2cccn2-c2cc(F)c(F)cc2N1S(=O)(=O)c1ccc(OC)c(C)c1. As a reaction SMILES: [CH2:1]([CH3:2])[CH:3]1[c:4]2[n:5]([cH:15][cH:16][cH:17]2)-[c:6]2[cH:7][c:8]([F:14])[c:9]([F:13])[cH:10][c:11]2[NH:12]1.[CH2:37]([Cl:38])[Cl:39].[CH3:24][O:25][c:26]1[c:27]([CH3:36])[cH:28][c:29]([S:32](=[O:33])(=[O:34])[Cl:35])[cH:30][cH:31]1.[cH:18]1[cH:19][cH:20][n:21][cH:22][cH:23]1>>[CH2:1]([CH3:2])[CH:3]1[c:4]2[n:5]([cH:15][cH:16][cH:17]2)-[c:6]2[cH:7][c:8]([F:14])[c:9]([F:13])[cH:10][c:11]2[N:12]1[S:32]([c:29]1[cH:28][c:27]([CH3:36])[c:26]([O:25][CH3:24])[cH:31][cH:30]1)(=[O:33])=[O:34]. Starting materials: C1CN(CCN1)CCC2=CC=CC=C2, C1=CC2=C(C(=C1)Br)OC=C2. Reagents/catalysts: CC(C)(C)[O-].[Na+], C1=CC=C(C=C1)P(C2=CC=CC=C2)C3=C(C4=CC=CC=C4C=C3)C5=C(C=CC6=CC=CC=C65)P(C7=CC=CC=C7)C8=CC=CC=C8, C1=CC=C(C=C1)/C=C/C(=O)/C=C/C2=CC=CC=C2.C1=CC=C(C=C1)/C=C/C(=O)/C=C/C2=CC=CC=C2.C1=CC=C(C=C1)/C=C/C(=O)/C=C/C2=CC=CC=C2.[Pd].[Pd]. Solvent: CC1=CC=CC=C1. Run at temperature 110 celsius. The product is C1CN(CCN1CCC2=CC=CC=C2)C3=CC=CC4=C3OC=C4. Yield: 62.1%. Reported procedure: A dried Radley tube was charged with rac-2,2'-Bis(diphenylphosphino)-1,1'-binaphthyl (6.32 mg, 10.15 µmol), Tris(dibenzylideneacetone)dipalladium(0) (4.65 mg, 5.08 µmol) and Sodium tert- butoxide (34.1 mg, 0.36 mmol). Argon atmosphere was introduced and toluene (3ml) was added followed by 7-bromobenzofuran (50mg, 0.25 mmol) and 1-phenethylpiperazine (48.3 mg, 0.25 mmol). The reaction mixture was heated at reflux over night.  2010-03-25 The reaction mixture was filtered, concentrated and purified... Product: CN(C)C(=O)CCCCCBr. The reactants are O=C(Cl)CCCCCBr, CNC, C1CCOC1. Reaction SMILES: [Br:4][CH2:5][CH2:6][CH2:7][CH2:8][CH2:9][C:10](=[O:11])[Cl:12].[CH3:1][NH:2][CH3:3].[O:13]1[CH2:14][CH2:15][CH2:16][CH2:17]1>>[CH3:1][N:2]([CH3:3])[C:10]([CH2:9][CH2:8][CH2:7][CH2:6][CH2:5][Br:4])=[O:11]. Starting materials: C=CCc1ccc2oc(CCc3ccc(OC)cc3)c(C)c2c1O, CCO. Yields the product CCCc1ccc2oc(CCc3ccc(OC)cc3)c(C)c2c1O. As a reaction SMILES: [CH3:1][O:2][c:3]1[cH:4][cH:5][c:6]([CH2:7][CH2:8][c:9]2[o:10][c:11]3[c:12]([c:13]2[CH3:14])[c:15]([OH:22])[c:16]([CH2:19][CH:20]=[CH2:21])[cH:17][cH:18]3)[cH:23][cH:24]1.[CH3:25][CH2:26][OH:27]>>[CH3:1][O:2][c:3]1[cH:4][cH:5][c:6]([CH2:7][CH2:8][c:9]2[o:10][c:11]3[c:12]([c:13]2[CH3:14])[c:15]([OH:22])[c:16]([CH2:19][CH2:20][CH3:21])[cH:17][cH:18]3)[cH:23][cH:24]1. The reactants are C1(CC1)C=1C2CC(CC(C1)N2S(=O)(=O)C2=CC=C(C=C2)C(F)(F)F)=O (6-Cyclopropyl-8-(4-(trifluoromethyl)phenylsulfonyl)-8-azabicyclo[3.2.1]oct-6-en-3-one), CN(C)C(OC)OC (DMF-DMA). Conditions: temperature 100 celsius. Yields the product C1(CC1)C1=CC2CC(C(C1N2S(=O)(=O)C2=CC=C(C=C2)C(F)(F)F)=CN(C)C)=O (7-cyclopropyl-2-[(dimethylamino)methylidene]-8-{[4-(trifluoromethyl)phenyl]sulfonyl}-8-azabicyclo[3.2.1]oct-6-en-3-one). Reaction SMILES: [CH:1]1([C:4]2[CH:5]3[N:11]([S:12]([C:15]4[CH:20]=[CH:19][C:18]([C:21]([F:24])([F:23])[F:22])=[CH:17][CH:16]=4)(=[O:14])=[O:13])[CH:9]([CH:10]=2)[CH2:8][C:7](=[O:25])[CH2:6]3)[CH2:3][CH2:2]1.[CH3:26][N:27]([CH:29](OC)OC)[CH3:28]>>[CH:1]1([C:4]2[CH:5]3[N:11]([S:12]([C:15]4[CH:16]=[CH:17][C:18]([C:21]([F:24])([F:22])[F:23])=[CH:19][CH:20]=4)(=[O:14])=[O:13])[CH:9]([CH2:8][C:7](=[O:25])[C:6]3=[CH:26][N:27]([CH3:29])[CH3:28])[CH:10]=2)[CH2:2][CH2:3]1. Procedure: 6-Cyclopropyl-8-(4-(trifluoromethyl)phenylsulfonyl)-8-azabicyclo[3.2.1]oct-6-en-3-one (1.02 g, 2.74 mmol), was dissolved in DMF-DMA (6 mL) and heated to 100° C. for 4 h. The reaction mixture was concentrated under vacuum to give compound 117. MS (ESI) 427.1 (M+H)